The task is: describe an organic reaction: reactants, conditions, products, and yield. This data is from the Open Reaction Database (ORD), a public repository of structured organic reaction records. Reactants: Oc1cc(Br)ccc1F, CI, CCOCC, [K+], [K+], O=C([O-])[O-], CN(C)C=O. Product: COc1cc(Br)ccc1F. As a reaction SMILES: [Br:1][c:2]1[cH:3][cH:4][c:5]([F:9])[c:6]([OH:8])[cH:7]1.[CH3:16][I:17].[CH3:23][CH2:24][O:25][CH2:26][CH3:27].[K+:10].[K+:11].[O-:12][C:13]([O-:14])=[O:15].[O:18]=[CH:19][N:20]([CH3:21])[CH3:22]>>[Br:1][c:2]1[cH:3][cH:4][c:5]([F:9])[c:6]([O:8][CH3:13])[cH:7]1. Reactants: Cl.N1=CC=C(C=C1)NNC1=C(C=NC2=CC=NC=C12)C(=O)OCC (ethyl 4-[2-(4-pyridyl)hydrazino]-1,6-naphthyridin-3-carboxylate hydrochloride). The solvent is C(CCC)O (n-butanol). Conditions: time 21 hour. Product: Cl.N1=CC=C(C=C1)N1N=C2C(=CNC=3C=CN=CC23)C1=O (2-(4-pyridyl)-pyrazolo[4,3-c][1,6]naphthyridin-3(5H)-one hydrochloride). RXN SMILES: [ClH:1].[N:2]1[CH:7]=[CH:6][C:5]([NH:8][NH:9][C:10]2[C:19]3[C:14](=[CH:15][CH:16]=[N:17][CH:18]=3)[N:13]=[CH:12][C:11]=2[C:20]([O:22]CC)=O)=[CH:4][CH:3]=1>C(O)CCC>[ClH:1].[N:2]1[CH:7]=[CH:6][C:5]([N:8]2[C:20](=[O:22])[C:11]3=[CH:12][NH:13][C:14]4[CH:15]=[CH:16][N:17]=[CH:18][C:19]=4[C:10]3=[N:9]2)=[CH:4][CH:3]=1 |f:0.1,3.4|. Procedure details: A suspension of ethyl 4-[2-(4-pyridyl)hydrazino]-1,6-naphthyridin-3-carboxylate hydrochloride (1.76 g) in 50 ml of n-butanol is refluxed for 20 hours. The mixture is cooled down to room temperature and filtered. Collected solid is dissolved in aqueous sodium hydroxide and stirred at room temperature for 21 hours, then filtered. The filtrate is acidified with 1N hydrochloric acid to precipitate a solid, which is collected, washed successively with aqueous methanol, methanol and acetone to yield 2... Starting materials: O=O (oxygen), BrCC=CCBr (1,4-dibromo-2-butene), C(C)(=O)OC(C)=O (acetic anhydride), C=CC=C (butadiene), C(C)(=O)O (acetic acid), O=O (oxygen). The reagents and catalysts are [W]=O (tungsten oxide). Run at temperature 140 celsius, time 6.3 hour. The product is C(C)(=O)OCC(C=C)OC(C)=O (1,2-diacetoxy-3-butene), C(C)(=O)OC\C=C/COC(C)=O (cis-1,4-diacetoxy-2-butene), C(C)(=O)OC\C=C\COC(C)=O (trans-1,4-diacetoxy-2-butene), diacetoxy butenes. As a reaction SMILES: Br[CH2:2][CH:3]=[CH:4][CH2:5]Br.[C:7]([O:10][C:11](=[O:13])[CH3:12])(=[O:9])[CH3:8].[CH2:14]=[CH:15][CH:16]=[CH2:17].O=O.[C:20]([OH:23])(=[O:22])[CH3:21]>[W]=O>[C:20]([O:23][CH2:2][CH:3]([O:10][C:11](=[O:13])[CH3:12])[CH:4]=[CH2:5])(=[O:22])[CH3:21].[C:20]([O:23][CH2:14]/[CH:15]=[CH:16]\[CH2:17][O:10][C:7](=[O:9])[CH3:8])(=[O:22])[CH3:21].[C:20]([O:23][CH2:2]/[CH:3]=[CH:4]/[CH2:5][O:10][C:11](=[O:13])[CH3:12])(=[O:22])[CH3:21]. Procedure: Another run was conducted according to the process of this invention in the same apparatus employed in the previous runs. The reactor was charged with 5.6 grams (24 mmol) of tungsten oxide (WO3), 4.6 grams (22.5 mmol) of 1,4-dibromo-2-butene, 50 ml of acetic acid, 25 ml of acetic anhydride, and 11.8 grams (218 mmol) of butadiene charged from the vapor phase. The reactor was placed in an oil bath, pressured to 30 psig with oxygen and heated to 140° C. As in the previous runs, the reactor was pres... The reactants are S(=O)([O-])S(=O)[O-].[Na+].[Na+] (sodium hydrosulfite), C(C)(C)(C)OO (tert-butyl hydrogen peroxide), C(CCC)[Li] (n-butyl lithium), C1(CC1)NC(\C=C\CCC)=O (Trans-N-cyclopropyl-2-hexenamide). The solvent is O1CCCC1 (tetrahydrofuran), O1CCCC1 (THF). Conditions: temperature -20 celsius, time 12 hour. Yields the product C1(CC1)NC(=O)C1OC1CCC (N-cyclopropyl-3-propyloxirane-2-carboxamide). The yield is 99.4%. As a reaction SMILES: C([O:5]O)(C)(C)C.C([Li])CCC.[CH:12]1([NH:15][C:16](=[O:22])/[CH:17]=[CH:18]/[CH2:19][CH2:20][CH3:21])[CH2:14][CH2:13]1.S(S([O-])=O)([O-])=O.[Na+].[Na+]>O1CCCC1>[CH:12]1([NH:15][C:16]([CH:17]2[CH:18]([CH2:19][CH2:20][CH3:21])[O:5]2)=[O:22])[CH2:14][CH2:13]1 |f:3.4.5|. Procedure: A flask equipped with an overhead stirrer, thermometer and addition funnel was placed under a nitrogen atmosphere then charged with tert-butyl hydrogen peroxide (TBHP; 95 mL, 5.5 M, 522 mmol) and tetrahydrofuran (THF; 200 mL). The reaction was cooled to −20±5° C. and n-butyl lithium (n-BuLi; 235 mL, 2.5 M, 587 mmol) was charged to the addition funnel and slowly added, keeping the reaction temperature below −5±5° C. Upon completion of addition the reaction was warmed to 0±5° C. and the amide of E... Starting materials: Brc1cccc(Br)n1, CC(=O)O, C1CCOC1, [Li]CCCC, CO, CCCCC=O, [Cl-], [NH4+]. The product is CCCCC(O)c1cccc(Br)n1. Reaction SMILES: [Br:6][c:7]1[n:8][c:9]([Br:13])[cH:10][cH:11][cH:12]1.[C:20]([OH:21])(=[O:22])[CH3:23].[CH2:24]1[O:25][CH2:26][CH2:27][CH2:28]1.[CH3:1][CH2:2][CH2:3][CH2:4][Li:5].[CH3:31][OH:32].[CH:14]([CH2:15][CH2:16][CH2:17][CH3:18])=[O:19].[Cl-:29].[NH4+:30]>>[c:7]1([CH:14]([CH2:15][CH2:16][CH2:17][CH3:18])[OH:19])[n:8][c:9]([Br:13])[cH:10][cH:11][cH:12]1. Starting materials: C=CCOc1cc2c(cc1CC=C)CCC(=O)N2, CC(C)=CCBr, CN(C)C=O, [H-], [Na+]. The product is C=CCOc1cc2c(cc1CC=C)CCC(=O)N2CC=C(C)C. As a reaction SMILES: [CH2:1]([CH:2]=[CH2:3])[c:4]1[cH:5][c:6]2[c:11]([cH:12][c:13]1[O:14][CH2:15][CH:16]=[CH2:17])[NH:10][C:9](=[O:18])[CH2:8][CH2:7]2.[CH2:21]([CH:22]=[C:23]([CH3:24])[CH3:25])[Br:26].[CH3:27][N:28]([CH3:29])[CH:30]=[O:31].[H-:19].[Na+:20]>>[CH2:1]([CH:2]=[CH2:3])[c:4]1[cH:5][c:6]2[c:11]([cH:12][c:13]1[O:14][CH2:15][CH:16]=[CH2:17])[N:10]([CH2:21][CH:22]=[C:23]([CH3:24])[CH3:25])[C:9](=[O:18])[CH2:8][CH2:7]2. Starting materials: FC=1C=C(C=CC1)C=1C=CC2=C(C(OC(N2)=O)C)C1 (6-(3-fluorophenyl)-4-methyl-1,4-dihydro-2H-3,1-benzoxazin-2-one), COC=1C=CC(=CC1)P2(=S)SP(=S)(S2)C=3C=CC(=CC3)OC (Lawesson's reagent). Solvent: C1(=CC=CC=C1)C (toluene). Yields the product FC=1C=C(C=CC1)C=1C=CC2=C(C(OC(N2)=S)C)C1 (6-(3-fluorophenyl)-4-methyl-1,4-dihydro-2H-3,1-benzoxazin-2-thione). As a reaction SMILES: [F:1][C:2]1[CH:3]=[C:4]([C:8]2[CH:9]=[CH:10][C:11]3[NH:16][C:15](=O)[O:14][CH:13]([CH3:18])[C:12]=3[CH:19]=2)[CH:5]=[CH:6][CH:7]=1.COC1C=CC(P2(SP(C3C=CC(OC)=CC=3)(=S)S2)=[S:29])=CC=1>C1(C)C=CC=CC=1>[F:1][C:2]1[CH:3]=[C:4]([C:8]2[CH:9]=[CH:10][C:11]3[NH:16][C:15](=[S:29])[O:14][CH:13]([CH3:18])[C:12]=3[CH:19]=2)[CH:5]=[CH:6][CH:7]=1. Procedure: A solution of 6-(3-fluorophenyl)-4-methyl-1,4-dihydro-2H-3,1-benzoxazin-2-one (0.15 g, 0.58 mmol) in toluene was treated with Lawesson's reagent according to the procedure in example 9 to yield 6-(3-fluorophenyl)-4-methyl-1,4-dihydro-2H-3,1-benzoxazin-2-thione (0.08 g, 50%) as an off-white solid (0.08 g, 50%): mp 173-174° C.; 1H-NMR (DMSO-d6) δ 12.27 (s, 1H), 7.70 (dd, 1H, J=8.2, 2.0 Hz), 7.62 (s, 1H), 7.46-7.56 (m, 3H), 7.15-7.22 (m, 1H), 7.11 (d, 1H, J=8.3 Hz), 5.64 (q, 1H, J=6.6 Hz), 1.67 (d,... Reactants: OCCC1=C2CC(NC2=CC=C1)=O (4-(2-hydroxy-ethyl)-1,3-dihydro-indol-2-one), BrC1=CC=C(C=O)C=C1 (4-bromobenzaldehyde), N1CCCCC1 (piperidine). Solvent: C(C)O (ethanol). Conditions: temperature 90 celsius. Product: BrC1=CC=C(C=C2C(NC3=CC=CC(=C23)CCO)=O)C=C1 (3-(4-bromo-benzylidene)-4-(2-hydroxy-ethyl)-1,3-dihydro-indol-2-one). Yield: 41.0%. Reaction SMILES: [OH:1][CH2:2][CH2:3][C:4]1[CH:12]=[CH:11][CH:10]=[C:9]2[C:5]=1[CH2:6][C:7](=[O:13])[NH:8]2.[Br:14][C:15]1[CH:22]=[CH:21][C:18]([CH:19]=O)=[CH:17][CH:16]=1.N1CCCCC1>C(O)C>[Br:14][C:15]1[CH:22]=[CH:21][C:18]([CH:19]=[C:6]2[C:5]3[C:9](=[CH:10][CH:11]=[CH:12][C:4]=3[CH2:3][CH2:2][OH:1])[NH:8][C:7]2=[O:13])=[CH:17][CH:16]=1. Procedure: A mixture of 4-(2-hydroxy-ethyl)-1,3-dihydro-indol-2-one (3.0 g, 17 mmol), 4-bromobenzaldehyde (3.1 g, 17 mmol) and piperidine (8.4 mL, 85 mmol) in ethanol (113 mL) was heated at 90° C. for overnight. The reaction mixture was concentrated and the residue was chromatographed on a column of silica gel to give 2.4 g (41%) of 3-(4-bromo-benzylidene)-4-(2-hydroxy-ethyl)-1,3-dihydro-indol-2-one as a yellow orange solid.